Dataset: the Open Reaction Database (ORD), a public repository of structured organic reaction records. Task: describe an organic reaction: reactants, conditions, products, and yield Reactants: COC(C)[Si](C)(C)C, CN(C)C=O, ClCCCI, C=C(C)C1NC(=O)CC(c2cccc(Cl)c2)C12C(=O)Nc1cc(Cl)ccc12, [H-], [Li+]. Yields the product COC(C)[Si](C)(C)C, C=C(C)C1N(CCCCl)C(=O)CC(c2cccc(Cl)c2)C12C(=O)Nc1cc(Cl)ccc12. RXN SMILES: [CH3:1][O:2][CH:3]([CH3:4])[Si:5]([CH3:6])([CH3:7])[CH3:8].[CH3:43][N:44]([CH3:45])[CH:46]=[O:47].[Cl:38][CH2:39][CH2:40][CH2:41][I:42].[Cl:9][c:10]1[cH:11][cH:12][c:13]2[c:17]([cH:18]1)[NH:16][C:15](=[O:19])[C:14]21[CH:20]([C:33](=[CH2:34])[CH3:35])[NH:21][C:22](=[O:32])[CH2:23][CH:24]1[c:25]1[cH:26][c:27]([Cl:31])[cH:28][cH:29][cH:30]1.[H-:36].[Li+:37]>>[CH3:1][O:2][CH:3]([CH3:4])[Si:5]([CH3:6])([CH3:7])[CH3:8].[Cl:9][c:10]1[cH:11][cH:12][c:13]2[c:17]([cH:18]1)[NH:16][C:15](=[O:19])[C:14]21[CH:20]([C:33](=[CH2:34])[CH3:35])[N:21]([CH2:41][CH2:40][CH2:39][Cl:38])[C:22](=[O:32])[CH2:23][CH:24]1[c:25]1[cH:26][c:27]([Cl:31])[cH:28][cH:29][cH:30]1.